This data is from the Open Reaction Database (ORD), a public repository of structured organic reaction records. The task is: describe an organic reaction: reactants, conditions, products, and yield The reactants are C[C@@H]1CC[C@H]2[C@H](C(=O)O[C@H]3[C@@]24[C@H]1CC[C@@](O3)(OO4)C)C (artemisinin), C[C@@H]1CC[C@H]2[C@H](C(=O)O[C@H]3[C@@]24[C@H]1CC[C@@](O3)(OO4)C)C (artemisinin), C[C@@H]1CC[C@H]([C@@H]2[C@H]1CCC(=C2)C)C(=C)C(=O)O (artemisinic acid), C[C@@H]1CC[C@H]([C@@H]2[C@H]1CCC(=C2)C)C(=C)C(=O)O (artemisinic acid). The product is C[C@@H]1CC[C@H]([C@@H]2[C@H]1CCC(=C2)C)C(=C)C(=O)O (artemisinic acid), C[C@@H]1CC[C@H]2[C@H](C(=O)O[C@H]3C24[C@H]1CC[C@@](O3)(O4)C)C (desoxyartemisinin). RXN SMILES: [CH3:1][C@H:2]1[C@@H:7]2[CH2:8][CH2:9][C:10]([CH3:12])=[CH:11][C@@H:6]2[C@H:5]([C:13]([C:15]([OH:17])=[O:16])=[CH2:14])[CH2:4][CH2:3]1.[CH3:18][C@H:19]1[C@@H:29]2[CH2:30][CH2:31][C@:32]3([CH3:36])O[O:35][C@:28]42[C@H:22]([C@@H:23]([CH3:37])[C:24]([O:26][C@@H:27]4[O:33]3)=[O:25])[CH2:21][CH2:20]1>>[CH3:1][C@H:2]1[C@@H:7]2[CH2:8][CH2:9][C:10]([CH3:12])=[CH:11][C@@H:6]2[C@H:5]([C:13]([C:15]([OH:17])=[O:16])=[CH2:14])[CH2:4][CH2:3]1.[CH3:18][C@H:19]1[C@@H:29]2[CH2:30][CH2:31][C@:32]3([CH3:36])[O:35][C:28]42[C@H:22]([C@@H:23]([CH3:37])[C:24]([O:26][C@@H:27]4[O:33]3)=[O:25])[CH2:21][CH2:20]1. Reported procedure: Because there is far more artemisinic acid (Compound 1) than artemisinin (Compound 3) in Artemisia annua, the conversion of the former to the latter has received a great deal of attention. Prior synthetic conversion of 1 to 3 required a greater number of steps, produced a yield of approximately 7% and required the use of column chromatography for purification of the resulting artemisinin. Other attempts to simplify the process resulted in conversion of artemisinic acid into desoxyartemisinin, bu... Reactants: C1CCOC1, COC(=O)C(Cc1ccc(OCCCN2C(=O)c3ccccc3C2=O)cc1)NS(=O)(=O)c1ccc2nc(Sc3ccc(OC)cc3)sc2c1, O. Product: COc1ccc(Sc2nc3ccc(S(=O)(=O)NC(Cc4ccc(OCCCN5C(=O)c6ccccc6C5=O)cc4)C(=O)O)cc3s2)cc1. As a reaction SMILES: [CH2:50]1[O:51][CH2:52][CH2:53][CH2:54]1.[CH3:1][O:2][C:3]([CH:4]([CH2:5][c:6]1[cH:7][cH:8][c:9]([O:12][CH2:13][CH2:14][CH2:15][N:16]2[C:17](=[O:26])[c:18]3[c:19]([cH:22][cH:23][cH:24][cH:25]3)[C:20]2=[O:21])[cH:10][cH:11]1)[NH:27][S:28](=[O:29])(=[O:30])[c:31]1[cH:32][c:33]2[c:34]([n:35][c:36]([S:38][c:39]3[cH:40][cH:41][c:42]([O:45][CH3:46])[cH:43][cH:44]3)[s:37]2)[cH:47][cH:48]1)=[O:49].[OH2:55]>>[O:2]=[C:3]([CH:4]([CH2:5][c:6]1[cH:7][cH:8][c:9]([O:12][CH2:13][CH2:14][CH2:15][N:16]2[C:17](=[O:26])[c:18]3[c:19]([cH:22][cH:23][cH:24][cH:25]3)[C:20]2=[O:21])[cH:10][cH:11]1)[NH:27][S:28](=[O:29])(=[O:30])[c:31]1[cH:32][c:33]2[c:34]([n:35][c:36]([S:38][c:39]3[cH:40][cH:41][c:42]([O:45][CH3:46])[cH:43][cH:44]3)[s:37]2)[cH:47][cH:48]1)[OH:49]. The reactants are FC(C1=NC(=NC=C1)S)(F)F (4-(trifluoromethyl)pyrimidine-2-thiol), [OH-].[Na+] (NaOH), C(Cl)Cl (CH2Cl2), CI (MeI). Run in C1CCOC1 (THF). Reaction conditions: time 8 hour. The product is CSC1=NC=CC(=N1)C(F)(F)F (2-(methylthio)-4-(trifluoromethyl)pyrimidine). Reaction SMILES: [F:1][C:2]([F:11])([F:10])[C:3]1[CH:8]=[CH:7][N:6]=[C:5]([SH:9])[N:4]=1.[OH-].[Na+].CI.[CH2:16](Cl)Cl>C1COCC1>[CH3:16][S:9][C:5]1[N:4]=[C:3]([C:2]([F:10])([F:1])[F:11])[CH:8]=[CH:7][N:6]=1 |f:1.2|. Procedure: To a solution of 4-(trifluoromethyl)pyrimidine-2-thiol (1.08 g, 6.0 mmol) in THF (40 mL) was added 1N NaOH (10 mL), followed by the addition of MeI (0.8 mL). The reaction mixture was stirred at room temperature overnight, followed by addition of CH2Cl2. The organic layer was washed with saturated NaHCO3, H2O, and saturated NaCl, dried over MgSO4, filtered and concentrated under reduced pressure. The residue was purified by column chromatography (silica gel, hexanes: EtOAc=1:10) to give 2-(methyl... Reactants: ClC1=C(C(=O)OC)C=CC=C1[N+](=O)[O-] (methyl 2-chloro-3-nitrobenzoate), [Cl-].[NH4+] (ammonium chloride). Reagents/catalysts: [Zn] (zinc). The solvent is CO (MeOH). Run at time 2 hour. The product is NC=1C(=C(C(=O)OC)C=CC1)Cl (methyl 3-amino-2-chlorobenzoate). Isolated yield 99.0%. RXN SMILES: [Cl:1][C:2]1[C:11]([N+:12]([O-])=O)=[CH:10][CH:9]=[CH:8][C:3]=1[C:4]([O:6][CH3:7])=[O:5].[Cl-].[NH4+]>CO.[Zn]>[NH2:12][C:11]1[C:2]([Cl:1])=[C:3]([CH:8]=[CH:9][CH:10]=1)[C:4]([O:6][CH3:7])=[O:5] |f:1.2|. Procedure details: To the solution of 213A: (1 g, 4.64 mmol) in MeOH (23.19 ml) was added ammonium chloride (2.481 g, 4.64 mmol) and zinc dust (1.516 g, 23.19 mmol). The reaction was stirred at rt for 2 h, then warmed to 60° C. for 1 h. The reaction was filtered through a pad of Celite, rinsing with MeOH. The filtrate was concentrated. The residue was partitioned between EtOAc and water and the layers were separated. The organic layer washed with sat. NaHCO3, brine, dried over Na2SO4, filtered, and concentrated. P... The reactants are N1[C@@H](CCC1)CN1CCCC1 ((S)-(+)-1-(2-pyrrolidinylmethyl)pyrrolidine), CN1CCOCC1 (n-methylmorpholine), ClC1=CC2=C(NC(=N2)C2=CC=C(C(=O)Cl)C=C2)C=C1 (4-(5-Chloro-1H-benzoimidazol-2-yl)-benzoyl chloride). The solvent is ClCCl (dichloromethane), ClCCl (dichloromethane). Yields the product ClC1=CC2=C(NC(=N2)C2=CC=C(C=C2)C(=O)N2C(CCC2)CN2CCCC2)C=C1 ([4-(5-Chloro-1H-benzoimidazol-2-yl)-phenyl]-(2-pyrrolidin-1-ylmethyl-pyrrolidin-1-yl)-methanone). Reaction SMILES: [NH:1]1[CH2:5][CH2:4][CH2:3][C@H:2]1[CH2:6][N:7]1[CH2:11][CH2:10][CH2:9][CH2:8]1.CN1CCOCC1.[Cl:19][C:20]1[CH:37]=[CH:36][C:23]2[NH:24][C:25]([C:27]3[CH:35]=[CH:34][C:30]([C:31](Cl)=[O:32])=[CH:29][CH:28]=3)=[N:26][C:22]=2[CH:21]=1>ClCCl>[Cl:19][C:20]1[CH:37]=[CH:36][C:23]2[NH:24][C:25]([C:27]3[CH:28]=[CH:29][C:30]([C:31]([N:1]4[CH2:5][CH2:4][CH2:3][CH:2]4[CH2:6][N:7]4[CH2:11][CH2:10][CH2:9][CH2:8]4)=[O:32])=[CH:34][CH:35]=3)=[N:26][C:22]=2[CH:21]=1. Reported procedure: To a stirring solution of (S)-(+)-1-(2-pyrrolidinylmethyl)pyrrolidine (11.0 mmol) and n-methylmorpholine (1.0 mmol) in dichloromethane (0.10M), slowly add the product from 4-(5-Chloro-1H-benzoimidazol-2-yl)-benzoyl chloride (1.0 mmol) diluted in dichloromethane. Stir reaction at room temperature for two hours. After this time wash the reaction with saturated aqueous sodium bicarbonate while extracting with 10% isopropanol/dichloromethane. Concentrate the organics in vacuo. Purify via radial chro... Reactants: OC1=C(C(=C(C=O)C=C1)[N+](=O)[O-])OC (4-hydroxy-3-methoxy-2-nitrobenzaldehyde), N (ammonia), II (iodine). Solvent: O1CCCC1 (tetrahydrofuran). Conditions: time 8 hour. Yields the product OC1=C(C(=C(C#N)C=C1)[N+](=O)[O-])OC (4-Hydroxy-3-methoxy-2-nitrobenzonitrile). Isolated yield 84.5%. As a reaction SMILES: [OH:1][C:2]1[CH:9]=[CH:8][C:5]([CH:6]=O)=[C:4]([N+:10]([O-:12])=[O:11])[C:3]=1[O:13][CH3:14].II.[NH3:17]>O1CCCC1>[OH:1][C:2]1[CH:9]=[CH:8][C:5]([C:6]#[N:17])=[C:4]([N+:10]([O-:12])=[O:11])[C:3]=1[O:13][CH3:14]. Procedure: To a mixture of 4-hydroxy-3-methoxy-2-nitrobenzaldehyde 14.5 g (73.5 mmol) in 28% ammonia solution 150 mL and tetrahydrofuran 15 mL was added iodine 22.4 g (88.2 mmol) and stirred at room temperature for overnight. The reaction mixture was concentrated in vacuo. The residue was acidified with 2H HCl solution and extracted into diethyl ether. The organic layer was washed with brine, dried over MgSO4, filtrated and the solvent was evaporated. The residue was washed with diisopropyl ether to give t... Starting materials: CC(=O)[O-], CC(=O)[O-], CON=C(C#N)c1ccccc1OCc1ccc(Cl)cc1, NCCO, O, O, O, [Zn+2], Cc1ccccc1C. The product is CON=C(C1=NCCO1)c1ccccc1OCc1ccc(Cl)cc1. Reaction SMILES: [C:36]([O-:37])(=[O:38])[CH3:39].[C:41]([O-:42])(=[O:43])[CH3:44].[Cl:13][c:14]1[cH:15][cH:16][c:17]([CH2:18][O:19][c:20]2[c:21]([C:26]([C:27]#[N:28])=[N:29][O:30][CH3:31])[cH:22][cH:23][cH:24][cH:25]2)[cH:32][cH:33]1.[NH2:1][CH2:2][CH2:3][OH:4].[OH2:34].[OH2:35].[OH2:45].[Zn+2:40].[c:5]1([CH3:6])[c:7]([CH3:8])[cH:9][cH:10][cH:11][cH:12]1>>[CH2:2]1[CH2:3][O:4][C:27]([C:26]([c:21]2[c:20]([O:19][CH2:18][c:17]3[cH:16][cH:15][c:14]([Cl:13])[cH:33][cH:32]3)[cH:25][cH:24][cH:23][cH:22]2)=[N:29][O:30][CH3:31])=[N:28]1. Reactants: Fc1ccccc1Oc1ccc(Br)cn1, [Li]CCCC, CN(C)C=O, C1CCOC1, O. Yields the product O=Cc1ccc(Oc2ccccc2F)nc1. RXN SMILES: [Br:1][c:2]1[cH:3][cH:4][c:5]([O:8][c:9]2[c:10]([F:15])[cH:11][cH:12][cH:13][cH:14]2)[n:6][cH:7]1.[CH2:21]([Li:22])[CH2:23][CH2:24][CH3:25].[CH3:26][N:27]([CH3:28])[CH:29]=[O:30].[O:16]1[CH2:17][CH2:20][CH2:19][CH2:18]1.[OH2:31]>>[c:2]1([CH:17]=[O:16])[cH:3][cH:4][c:5]([O:8][c:9]2[c:10]([F:15])[cH:11][cH:12][cH:13][cH:14]2)[n:6][cH:7]1. Starting materials: CO, [H-], [H][H], Nc1cccc2ccc(Cl)nc12, [Na+], CN(C)C=O. The product is COc1ccc2cccc(N)c2n1. As a reaction SMILES: [CH3:15][OH:16].[H-:13].[H:17][H:18].[NH2:1][c:2]1[cH:3][cH:4][cH:5][c:6]2[cH:7][cH:8][c:9]([Cl:12])[n:10][c:11]12.[Na+:14].[O:19]=[CH:20][N:21]([CH3:22])[CH3:23]>>[NH2:1][c:2]1[cH:3][cH:4][cH:5][c:6]2[cH:7][cH:8][c:9]([O:16][CH3:15])[n:10][c:11]12.